This data is from the Open Reaction Database (ORD), a public repository of structured organic reaction records. The task is: describe an organic reaction: reactants, conditions, products, and yield Starting materials: C(C)N(CCNC1=CC(N(C(N1C)=O)C)=O)CCO (N-ethyl-N-(2-hydroxyethyl)-N'-[1,3-dimethyl-2,4-dioxopyrimidine-6-yl]ethylenediamine), C(C)N(CCNC1=CC(N(C(N1C)=O)C)=O)CCO (N-ethyl-N-(2-hydroxyethyl)-N'-[1,3-dimethyl-2,4-dioxopyrimidine-6-yl]ethylenediamine), C(C)OC(=O)C=1OC2=C(C(C1)=O)C=CC(=C2)O (2-ethoxycarbonyl-7-hydroxy-4-oxo-4H-1-benzopyran), C(C)OC(=O)C=1OC2=C(C(C1)=O)C=CC(=C2)O (2-ethoxycarbonyl-7-hydroxy-4-oxo-4H-1-benzopyran), C1(=CC=CC=C1)P(C1=CC=CC=C1)C1=CC=CC=C1 (triphenylphosphine), N(=NC(=O)OCC)C(=O)OCC (diethyl azodicarboxylate), C(C(=O)[O-])(=O)[O-] (oxalate), C(C(=O)O)(=O)O.CN1C(N(C(C=C1NCCN(CCOC1=CC2=C(C(C=C(O2)C(=O)OCC)=O)C=C1)CC)=O)C)=O (1,3-dimethyl-6-(2-[N-ethyl-N-[2-(2-ethoxycarbonyl-4-oxo-4H-1-benzopyran-7-yl)oxyethyl]amino]ethylamino)-2,4(1H,3H)-pyrimidinedione oxalate). Solvent: O1CCCC1 (tetrahydrofuran). Product: CN1C(N(C(C=C1NCCN(CCOC1=CC2=C(C(C=C(O2)C(=O)OCC)=O)C=C1)CC)=O)C)=O (1,3-dimethyl-6-(2-[N-ethyl-N-[2-(2-ethoxycarbonyl-4-oxo-4H-1-benzopyran-7-yl)oxyethyl]amino]ethylamino)-2,4(1H,3H)-pyrimidinedione). The yield is 69.0%. Reaction SMILES: C(N(CCO)CCNC1N(C)C(=O)N(C)C(=O)C=1)C.C(OC(C1OC2C=C(O)C=CC=2C(=O)C=1)=O)C.C1(P(C2C=CC=CC=2)C2C=CC=CC=2)C=CC=CC=1.N(C(OCC)=O)=NC(OCC)=O.C([O-])(=O)C([O-])=O.C(O)(=O)C(O)=O.[CH3:80][N:81]1[C:86]([NH:87][CH2:88][CH2:89][N:90]([CH2:110][CH3:111])[CH2:91][CH2:92][O:93][C:94]2[CH:109]=[CH:108][C:97]3[C:98](=[O:107])[CH:99]=[C:100]([C:102]([O:104][CH2:105][CH3:106])=[O:103])[O:101][C:96]=3[CH:95]=2)=[CH:85][C:84](=[O:112])[N:83]([CH3:113])[C:82]1=[O:114]>O1CCCC1>[CH3:80][N:81]1[C:86]([NH:87][CH2:88][CH2:89][N:90]([CH2:110][CH3:111])[CH2:91][CH2:92][O:93][C:94]2[CH:109]=[CH:108][C:97]3[C:98](=[O:107])[CH:99]=[C:100]([C:102]([O:104][CH2:105][CH3:106])=[O:103])[O:101][C:96]=3[CH:95]=2)=[CH:85][C:84](=[O:112])[N:83]([CH3:113])[C:82]1=[O:114] |f:5.6|. Procedure details: The same procedure as in Example 8-(2) was effected so as to react and treat 0.6 g of N-ethyl-N-(2-hydroxyethyl)-N'[1,3-dimethyl-2,4-dioxopyrimidine-6-yl]ethylenediamine (Compound 32), 0.57 g of 2-ethoxycarbonyl-7-hydroxy-4-oxo-4H-1-benzopyran (Compound 33), 30 ml of tetrahydrofuran containing 0.77 g of triphenylphosphine and 0.47 ml of diethyl azodicarboxylate, thereby obtaining 0.81 g (yield 69%) of oily 1,3-dimethyl-6-(2-[N-ethyl-N-[2-(2-ethoxycarbonyl-4-oxo-4H-1-benzopyran-7-yl)oxyethyl]amin... The reactants are C[Si](C)(C)N[Si](C)(C)C, C[Si](C)(C)[N-][Si](C)(C)C, CN(C)C=O, CC#N, CC(C)[N-]C(C)C, [Li+], [Li+], [Li], Nc1ccccc1, C1CCOC1, O=C(O)c1ccccc1. The product is c1ccc(Nc2ccccc2)cc1. RXN SMILES: [CH3:17][Si:18]([CH3:19])([CH3:20])[NH:21][Si:22]([CH3:23])([CH3:24])[CH3:25].[CH3:36][Si:37]([N-:38][Si:39]([CH3:40])([CH3:41])[CH3:42])([CH3:43])[CH3:44].[CH3:45][N:46]([CH3:47])[CH:48]=[O:49].[CH3:50][C:51]#[N:52].[CH:27]([N-:28][CH:29]([CH3:30])[CH3:31])([CH3:32])[CH3:33].[Li+:34].[Li+:35].[Li:26].[NH2:10][c:11]1[cH:12][cH:13][cH:14][cH:15][cH:16]1.[O:53]1[CH2:54][CH2:55][CH2:56][CH2:57]1.[OH:1][C:2](=[O:3])[c:4]1[cH:5][cH:6][cH:7][cH:8][cH:9]1>>[c:4]1([NH:10][c:11]2[cH:12][cH:13][cH:14][cH:15][cH:16]2)[cH:5][cH:6][cH:7][cH:8][cH:9]1. Starting materials: N1CCC(CC1)CCCN1C(=NC=C1)C(=O)O (1-[3-(4-piperidinyl)propyl]-1H-imidazole-2-carboxylic acid), C[O-].[Na+] (sodium methoxide), COC(N(C)C)OC (dimethylformamide dimethylacetal). Solvent: CO (methanol). Reaction conditions: temperature 80 celsius. The product is C(=O)(O)C=1N(C=CN1)CCCC1CCN(CC1)C=O (4-[3-(2-carboxy-1H-imidazol-1-yl)propyl]-1-piperidine carboxaldehyde). RXN SMILES: [NH:1]1[CH2:6][CH2:5][CH:4]([CH2:7][CH2:8][CH2:9][N:10]2[CH:14]=[CH:13][N:12]=[C:11]2[C:15]([OH:17])=[O:16])[CH2:3][CH2:2]1.C[O-].[Na+].[CH3:21][O:22]C(OC)N(C)C>CO>[C:15]([C:11]1[N:10]([CH2:9][CH2:8][CH2:7][CH:4]2[CH2:5][CH2:6][N:1]([CH:21]=[O:22])[CH2:2][CH2:3]2)[CH:14]=[CH:13][N:12]=1)([OH:17])=[O:16] |f:1.2|. Reported procedure: A mixture of 1-[3-(4-piperidinyl)propyl]-1H-imidazole-2-carboxylic acid 1.75 molar hydrochloride 0.65 molar hydrate (1.3 g, 0.0047M) and sodium methoxide (0.005M) in methanol (23 ml) was added to dimethylformamide dimethylacetal (15 ml) and heated at 80° C. for 8 hrs. The reaction mixture was filtered and stripped to dryness to give 4-[3-(2-carboxy-1H-imidazol-1-yl)propyl]-1-piperidine carboxaldehyde. The solution of the above piperidine carboxaldehyde dimethylacetal in methanol (5 ml) was then ... Reactants: Cl (hydrochloric acid), C([O-])([O-])=O.[K+].[K+] (potassium carbonate), C1(=CC=CC2=CC=CC=C12)[C@@H](C)N ((R)-1-(1-naphthyl)ethylamine), ClCC=CC1=CC(=CC=C1)C(F)(F)F (1-[3-chloroprop-1-en-1-yl]-3-(trifluoromethyl)benzene). Run in C(C)#N (acetonitrile), O (water), C1(=CC=CC=C1)C (toluene). Run at time 17.5 minute. Yields the product Cl.C1(=CC=CC2=CC=CC=C12)[C@@H](C)NCC=CC1=CC(=CC=C1)C(F)(F)F (N-[(1R)-1-(naphthalen-1-yl)ethyl]-3-[3-(trifluoromethyl)phenyl]prop-2-en-1-amine hydrochloride). RXN SMILES: C(=O)([O-])[O-].[K+].[K+].[C:7]1([C@H:17]([NH2:19])[CH3:18])[C:16]2[C:11](=[CH:12][CH:13]=[CH:14][CH:15]=2)[CH:10]=[CH:9][CH:8]=1.[Cl:20][CH2:21][CH:22]=[CH:23][C:24]1[CH:29]=[CH:28][CH:27]=[C:26]([C:30]([F:33])([F:32])[F:31])[CH:25]=1.Cl>C(#N)C.C1(C)C=CC=CC=1.O>[ClH:20].[C:7]1([C@H:17]([NH:19][CH2:21][CH:22]=[CH:23][C:24]2[CH:29]=[CH:28][CH:27]=[C:26]([C:30]([F:31])([F:32])[F:33])[CH:25]=2)[CH3:18])[C:16]2[C:11](=[CH:12][CH:13]=[CH:14][CH:15]=2)[CH:10]=[CH:9][CH:8]=1 |f:0.1.2,9.10|. Procedure: Anhydrous potassium carbonate (64.0 g) and (R)-1-(1-naphthyl)ethylamine (39.0 g) was added to a solution of 1-[3-chloroprop-1-en-1-yl]-3-(trifluoromethyl)benzene (Example 6; 50 g) in acetonitrile (500 mL) at room temperature. The reaction mixture was refluxed for 12 hours at 80° C. to 85° C. After completion of the reaction, the mixture was quenched with de-ionized water (250 mL). The organic layer was separated and completely distilled off to remove acetonitrile to obtain oil. The oil obtained ... Reactants: FC(C=1C=C(C=CC1)[C@H](CCC)NC(=O)C=1C=NN(C1CBr)C1=CC=C(C=C1)Cl)(F)F (5-bromomethyl-1-(4-chloro-phenyl)-1H-pyrazole-4-carboxylic acid [(S)-1-(3-trifluoromethyl-phenyl)-butyl]-amide), CN (methylamine), C1CCOC1 (THF), resultant solution. Solvent: CN(C)C=O (DMF). Yields the product FC(C=1C=C(C=CC1)[C@H](CCC)NC(=O)C=1C=NN(C1CN)C1=CC=C(C=C1)Cl)(F)F (5-aminomethyl-1-(4-chloro-phenyl)-1H-pyrazole-4-carboxylic acid [(S)-1-(3-trifluoromethyl-phenyl)-butyl]-amide). The yield is 44.0%. Reaction SMILES: [F:1][C:2]([F:31])([F:30])[C:3]1[CH:4]=[C:5]([C@@H:9]([NH:13][C:14]([C:16]2[CH:17]=[N:18][N:19]([C:23]3[CH:28]=[CH:27][C:26]([Cl:29])=[CH:25][CH:24]=3)[C:20]=2[CH2:21]Br)=[O:15])[CH2:10][CH2:11][CH3:12])[CH:6]=[CH:7][CH:8]=1.C[NH2:33].C1COCC1>CN(C=O)C>[F:1][C:2]([F:31])([F:30])[C:3]1[CH:4]=[C:5]([C@@H:9]([NH:13][C:14]([C:16]2[CH:17]=[N:18][N:19]([C:23]3[CH:28]=[CH:27][C:26]([Cl:29])=[CH:25][CH:24]=3)[C:20]=2[CH2:21][NH2:33])=[O:15])[CH2:10][CH2:11][CH3:12])[CH:6]=[CH:7][CH:8]=1. Procedure: A solution of 5-bromomethyl-1-(4-chloro-phenyl)-1H-pyrazole-4-carboxylic acid [(S)-1-(3-trifluoromethyl-phenyl)-butyl]-amide (50 mg, 0.091 mmol) in DMF (2 mL) is treated with methylamine in THF (2.0 N solution, 49 μL, 0.091 mmol) and the resultant solution is heated in a microwave at 125° C. for 5 min. The crude reaction mixture is concentrated in vacuo and purified by preparative reverse phase HPLC (eluted with 10 to 90% CH3CN/H2O and 0.1% TFA as additive) to afford 5-aminomethyl-1-(4-chloro-ph... The reactants are FC=1C=CC(=C(O[C@@H]2CO[C@H]3[C@@H]2OC[C@H]3O)C1)[N+](=O)[O-] ((3R,3aR,6R,6aR)-6-(5-fluoro-2-nitro-phenoxy)-2,3,3a,5,6,6a-hexahydrofuro[3,2-b]furan-3-ol), [OH-].[Na+] (NaOH), C(Cl)Cl (DCM), [OH-].[Na+] (NaOH), S(=O)(=O)(OC)OC (dimethyl sulfate). The reagents and catalysts are [I-].C(CCC)[N+](CCCC)(CCCC)CCCC (tetrabutylammonium iodide). Reaction conditions: time 24 hour. Product: FC=1C=CC(=C(O[C@@H]2CO[C@H]3[C@@H]2OC[C@H]3OC)C1)[N+](=O)[O-] ((3R,3aR,6R,6aR)-6-(5-fluoro-2-nitro-phenoxy)-3-methoxy-2,3,3a,5,6,6a-hexahydrofuro[3,2-b]furan). As a reaction SMILES: [F:1][C:2]1[CH:3]=[CH:4][C:5]([N+:18]([O-:20])=[O:19])=[C:6]([CH:17]=1)[O:7][C@H:8]1[C@H:12]2[O:13][CH2:14][C@@H:15]([OH:16])[C@H:11]2[O:10][CH2:9]1.[OH-].[Na+].[CH2:23](Cl)Cl.S(OC)(OC)(=O)=O>[I-].C([N+](CCCC)(CCCC)CCCC)CCC>[F:1][C:2]1[CH:3]=[CH:4][C:5]([N+:18]([O-:20])=[O:19])=[C:6]([CH:17]=1)[O:7][C@H:8]1[C@H:12]2[O:13][CH2:14][C@@H:15]([O:16][CH3:23])[C@H:11]2[O:10][CH2:9]1 |f:1.2,5.6|. Reported procedure: To 0.9 g (3.0 mmol) (3R,3aR,6R,6aR)-6-(5-fluoro-2-nitro-phenoxy)-2,3,3a,5,6,6a-hexahydrofuro[3,2-b]furan-3-ol (III.1), 0.1 g (0.3 mmol) tetrabutylammonium iodide and 1.3 ml (7.8 mmol) of a 6 mol/l aqueous NaOH solution in 15 ml DCM 0.3 ml (3.6 mmol) dimethyl sulfate are added dropwise and the mixture is stirred at RT for 24 h. Additional 1.3 ml (7.8 mmol) of a aqueous 6 mol/l NaOH solution and 0.3 ml (3.6 mml) dimethyl sulfate are added and the mixture is stirred at RT over night. The reaction m...